This data is from the Open Reaction Database (ORD), a public repository of structured organic reaction records. The task is: describe an organic reaction: reactants, conditions, products, and yield Reactants: magnesium silicates, C([O-])([O-])=O.[Ca+2] (calcium carbonate), [Ca] (calcium), [O-][Si]([O-])([O-])[O-].[Ca+2].[Ca+2] (Micro-Cel). The solvent is O (water). The product is [O-][Si]([O-])([O-])[O-].[Ca+2].[Ca+2] (Micro-Cel), calcium silicates, [OH-].[Ca+2].[OH-] (hydrated lime). RXN SMILES: [Ca:1].C(=O)([O-])[O-:3].[Ca+2].[O-:7][Si:8]([O-:11])([O-:10])[O-:9].[Ca+2].[Ca+2]>O>[O-:7][Si:8]([O-:11])([O-:10])[O-:9].[Ca+2:1].[Ca+2:1].[OH-:3].[Ca+2:1].[OH-:3] |f:1.2,3.4.5,7.8.9,10.11.12|. Procedure details: Table 7 is directed to the valuation of synthetic calcium and magnesium silicates versus the limestone or calcium carbonate fillers currently utilized in the trade. In this regard, "Micro-Cel®" is the registered trade name of the Celite Corporation of Lompoc, Calif. The "Micro-Cel®" products comprise of synthetic, hydrous, calcium silicates produced by the hydro-thermal reaction of diatomite, hydrated lime, and water. According to the Celite Corporation, the different grades of "Micro-Cel®" have... Starting materials: C(CCCC)C(CO)CO (2-pentylpropane-1,3-diol), BrC1=C(C=C(C=O)C=C1F)F (4-bromo-3,5-difluorobenzaldehyde), CC=1C=CC(=CC1)S(=O)(=O)O (TsOH). Run in ClCCl (dichloromethane). Yields the product BrC1=C(C=C(C=C1F)C1OCC(CO1)CCCCC)F (2-(4'-bromo-3',5'-difluorophenyl)-5-pentyl-1,3-dioxane). Isolated yield 35.3%. As a reaction SMILES: [CH2:1]([CH:6]([CH2:9][OH:10])[CH2:7][OH:8])[CH2:2][CH2:3][CH2:4][CH3:5].[Br:11][C:12]1[C:19]([F:20])=[CH:18][C:15]([CH:16]=O)=[CH:14][C:13]=1[F:21].CC1C=CC(S(O)(=O)=O)=CC=1>ClCCl>[Br:11][C:12]1[C:19]([F:20])=[CH:18][C:15]([CH:16]2[O:10][CH2:9][CH:6]([CH2:1][CH2:2][CH2:3][CH2:4][CH3:5])[CH2:7][O:8]2)=[CH:14][C:13]=1[F:21]. Reported procedure: 10.8 g (0.074 mol) of 2-pentylpropane-1,3-diol, 16.3 g of 4-bromo-3,5-difluorobenzaldehyde and 0.7 g of TsOH were dissolved in 74 cm3 of dichloromethane, and was refluxed for 3 hours on a hot water bath with a Dean-Stark trap applied to remove the water formed. The reactant was washed in water, the dichloromethane was removed, and the residue was recrystallized from a mixture of acetone and methanol to obtain 9.1 g (0.026 mol) of 2-(4'-bromo-3',5'-difluorophenyl)-5-pentyl-1,3-dioxane. The reactants are O=C(Cl)C(=O)Cl, CS(C)=O, CC(NC(=O)OC(C)(C)C)C(=O)NC(C(=O)N1CCCC1C(O)c1nc2ccccc2s1)C(C)C. Reaction SMILES: [C:36]([Cl:37])(=[O:38])[C:39]([Cl:40])=[O:41].[CH3:42][S:43]([CH3:44])=[O:45].[s:1]1[c:2]([CH:10]([CH:11]2[N:12]([C:16]([CH:17]([NH:18][C:19]([CH:20]([NH:21][C:22](=[O:23])[O:24][C:25]([CH3:26])([CH3:27])[CH3:28])[CH3:29])=[O:30])[CH:31]([CH3:32])[CH3:33])=[O:34])[CH2:13][CH2:14][CH2:15]2)[OH:35])[n:3][c:4]2[c:5]1[cH:6][cH:7][cH:8][cH:9]2>>[s:1]1[c:2]([C:10]([CH:11]2[N:12]([C:16]([CH:17]([NH:18][C:19]([CH:20]([NH:21][C:22](=[O:23])[O:24][C:25]([CH3:26])([CH3:27])[CH3:28])[CH3:29])=[O:30])[CH:31]([CH3:32])[CH3:33])=[O:34])[CH2:13][CH2:14][CH2:15]2)=[O:35])[n:3][c:4]2[c:5]1[cH:6][cH:7][cH:8][cH:9]2. Product: CC(NC(=O)OC(C)(C)C)C(=O)NC(C(=O)N1CCCC1C(=O)c1nc2ccccc2s1)C(C)C. Reactants: C1(CCCCC1)NC([C@@H](NC(=O)OC(C)(C)C)CC1=CC=C(C=C1)OCC(=O)C1=CC=CC=C1)=O (N-(t-butyloxycarbonyl)-4-phenacyloxy-L-phenylalanine cyclohexylamide), Cl.O1CCOCC1 (hydrogen chloride dioxane). The solvent is CCCCCC (Hexane). Reaction conditions: time 30 minute. Yields the product C(C1=CC=CC=C1)OC1=CC=C(C[C@H](N)C(=O)O)C=C1 (4-benzyloxy-L-phenylalanine). RXN SMILES: C1(N[C:8](=[O:35])[C@H:9]([CH2:18][C:19]2[CH:24]=[CH:23][C:22]([O:25][CH2:26][C:27]([C:29]3[CH:34]=[CH:33][CH:32]=[CH:31]C=3)=O)=[CH:21][CH:20]=2)[NH:10]C(OC(C)(C)C)=O)CCCCC1.Cl.[O:37]1CCOCC1>CCCCCC>[CH2:26]([O:25][C:22]1[CH:21]=[CH:20][C:19]([CH2:18][C@@H:9]([C:8]([OH:35])=[O:37])[NH2:10])=[CH:24][CH:23]=1)[C:27]1[CH:29]=[CH:34][CH:33]=[CH:32][CH:31]=1 |f:1.2|. Reported procedure: To the above compound (II) (1.0 g) was added under ice-cooling 4N-hydrogen chloride/dioxane solution (4.5 ml) and the mixture was stirred at room temperature for 30 minutes. Hexane (30 ml) was added to this solution and the precipitated crystalline substance was collected by filtration, washed with ether and then dried under reduced pressure to give quantitatively 4-benzyloxy-L-phenylalanine 4-cis/trans-methylcyclohexylamide hydrochloride (III). On the other hand, triethylamine (0.6 ml) was adde... Starting materials: CCO, Cc1cc(Nc2cc(NC(=O)c3c(Cl)cccc3Cl)c([N+](=O)[O-])cn2)nc(C)n1, [Pd]. The product is Cc1cc(Nc2cc(NC(=O)c3c(Cl)cccc3Cl)c(N)cn2)nc(C)n1. RXN SMILES: [CH3:30][CH2:31][OH:32].[Cl:1][c:2]1[c:3]([C:4](=[O:5])[NH:6][c:7]2[cH:8][c:9]([NH:16][c:17]3[n:18][c:19]([CH3:24])[n:20][c:21]([CH3:23])[cH:22]3)[n:10][cH:11][c:12]2[N+:13]([O-:14])=[O:15])[c:25]([Cl:29])[cH:26][cH:27][cH:28]1.[Pd:33]>>[Cl:1][c:2]1[c:3]([C:4](=[O:5])[NH:6][c:7]2[cH:8][c:9]([NH:16][c:17]3[n:18][c:19]([CH3:24])[n:20][c:21]([CH3:23])[cH:22]3)[n:10][cH:11][c:12]2[NH2:13])[c:25]([Cl:29])[cH:26][cH:27][cH:28]1. Reactants: C(C)OC(C1=CC(=C(C=C1)NCCOC)[N+](=O)[O-])=O (4-(2-methoxy-ethylamino)-3-nitro-benzoic acid ethyl ester). Reagents/catalysts: [Pd] (palladium/charcoal). Solvent: C(C)O (ethanol). The product is C(C)OC(C1=CC(=C(C=C1)CCOC)N)=O (3-Amino-4-(2-methoxy-ethyl)-benzoic acid ethyl ester). RXN SMILES: [CH2:1]([O:3][C:4](=[O:19])[C:5]1[CH:10]=[CH:9][C:8](NCCOC)=[C:7]([N+:16]([O-])=O)[CH:6]=1)[CH3:2]>C(O)C.[Pd]>[CH2:1]([O:3][C:4](=[O:19])[C:5]1[CH:10]=[CH:9][C:8]([CH2:2][CH2:1][O:3][CH3:4])=[C:7]([NH2:16])[CH:6]=1)[CH3:2]. Procedure details: Prepared analogously to example 1b by hydrogenation of 4-(2-methoxy-ethylamino)-3-nitro-benzoic acid ethyl ester using palladium/charcoal 10% in ethanol. Reactants: ClC1=NC(=NC(=C1)NC(C)(C)C)NCC(C)(C)C (4-chloro-6-(1,1-dimethylethylamino)-2-(2,2-dimethylpropylamino)pyrimidine), N1CCNCC1 (piperazine). Product: CC(C)(C)NC1=NC(=NC(=C1)N1CCNCC1)NCC(C)(C)C (4-(1,1-dimethylethylamino)-2-(2,2-dimethyl-propylamino)-6-(1-piperazinyl)pyrimidine). The yield is 82.3%. Reaction SMILES: Cl[C:2]1[CH:7]=[C:6]([NH:8][C:9]([CH3:12])([CH3:11])[CH3:10])[N:5]=[C:4]([NH:13][CH2:14][C:15]([CH3:18])([CH3:17])[CH3:16])[N:3]=1.[NH:19]1[CH2:24][CH2:23][NH:22][CH2:21][CH2:20]1>>[CH3:10][C:9]([NH:8][C:6]1[CH:7]=[C:2]([N:19]2[CH2:24][CH2:23][NH:22][CH2:21][CH2:20]2)[N:3]=[C:4]([NH:13][CH2:14][C:15]([CH3:18])([CH3:17])[CH3:16])[N:5]=1)([CH3:12])[CH3:11]. Procedure details: The reaction of 4-chloro-6-(1,1-dimethylethylamino)-2-(2,2-dimethylpropylamino)pyrimidine with piperazine as described in Example 4 gives the title product in a yield of 82.3%, m.p.: 146°-148° C.